From a dataset of the Open Reaction Database (ORD), a public repository of structured organic reaction records. describe an organic reaction: reactants, conditions, products, and yield Starting materials: Cc1ccc2ncccc2n1, C1COCCO1. Product: O=Cc1ccc2ncccc2n1. Reaction SMILES: [CH3:1][c:2]1[n:3][c:4]2[cH:5][cH:6][cH:7][n:8][c:9]2[cH:10][cH:11]1.[O:12]1[CH2:13][CH2:14][O:15][CH2:16][CH2:17]1>>[CH:1]([c:2]1[n:3][c:4]2[cH:5][cH:6][cH:7][n:8][c:9]2[cH:10][cH:11]1)=[O:12]. Reactants: c1cc(OCC2CO2)c2cc[nH]c2c1, COc1ccc2ccc(C3(O)CCNCC3)cc2c1. Product: COc1ccc2ccc(C3(O)CCN(CC(O)COc4cccc5[nH]ccc45)CC3)cc2c1. Reaction SMILES: [O:1]1[CH:2]([CH2:4][O:5][c:6]2[c:7]3[cH:8][cH:9][nH:10][c:11]3[cH:12][cH:13][cH:14]2)[CH2:3]1.[OH:15][C:16]1([c:22]2[cH:23][c:24]3[cH:25][c:26]([O:32][CH3:33])[cH:27][cH:28][c:29]3[cH:30][cH:31]2)[CH2:17][CH2:18][NH:19][CH2:20][CH2:21]1>>[OH:1][CH:2]([CH2:3][N:19]1[CH2:18][CH2:17][C:16]([OH:15])([c:22]2[cH:23][c:24]3[cH:25][c:26]([O:32][CH3:33])[cH:27][cH:28][c:29]3[cH:30][cH:31]2)[CH2:21][CH2:20]1)[CH2:4][O:5][c:6]1[c:7]2[cH:8][cH:9][nH:10][c:11]2[cH:12][cH:13][cH:14]1. Reactants: C(C)(C)(C)OC(=O)N1CCC(CC1)CN1N=CN=C1 (1-tert-butoxycarbonyl-4-(1H-1,2,4-triazol-1-ylmethyl)piperidine), FC(C(=O)O)(F)F (trifluoroacetic acid), C(C)(=O)N1CCC(CC1)C(=O)N(CCCCl)C1=CC(=CC=C1)Cl (1-acetyl-N-(3-chlorophenyl)-N-(3-chloropropyl)-4-piperidinecarboxamide), C([O-])([O-])=O.[K+].[K+] (potassium carbonate), [I-].[K+] (potassium iodide), [Cl-].[Na+] (sodium chloride). The solvent is O (water), ClCCl (dichloromethane). Reaction conditions: time 30 minute. Product: FC(C(=O)O)(F)F.C(C)(=O)N1CCC(CC1)C(=O)N(CCCN1CCC(CC1)CN1N=CN=C1)C1=CC(=CC=C1)Cl (1-Acetyl-N-(3-chlorophenyl)-N-[3-[4-(1H-1,2,4-triazol-1-ylmethyl)-1-piperidinyl]propyl]-4-piperidinecarboxamide Trifluoroacetate). Reaction SMILES: C(O[C:6]([N:8]1[CH2:13][CH2:12][CH:11]([CH2:14][N:15]2[CH:19]=[N:18][CH:17]=[N:16]2)[CH2:10][CH2:9]1)=O)(C)(C)C.[F:20][C:21]([F:26])([F:25])[C:22]([OH:24])=[O:23].[C:27]([N:30]1[CH2:35][CH2:34][CH:33]([C:36]([N:38]([C:43]2[CH:48]=[CH:47][CH:46]=[C:45]([Cl:49])[CH:44]=2)[CH2:39][CH2:40]CCl)=[O:37])[CH2:32][CH2:31]1)(=[O:29])[CH3:28].C(=O)([O-])[O-].[K+].[K+].[I-].[K+].[Cl-].[Na+]>ClCCl.O>[F:20][C:21]([F:26])([F:25])[C:22]([OH:24])=[O:23].[C:27]([N:30]1[CH2:35][CH2:34][CH:33]([C:36]([N:38]([C:43]2[CH:48]=[CH:47][CH:46]=[C:45]([Cl:49])[CH:44]=2)[CH2:39][CH2:40][CH2:6][N:8]2[CH2:9][CH2:10][CH:11]([CH2:14][N:15]3[CH:19]=[N:18][CH:17]=[N:16]3)[CH2:12][CH2:13]2)=[O:37])[CH2:32][CH2:31]1)(=[O:29])[CH3:28] |f:3.4.5,6.7,8.9,12.13|. Procedure: To a solution of 1-tert-butoxycarbonyl-4-(1H-1,2,4-triazol-1-ylmethyl)piperidine (48 mg, 0.18 mmol) in dry dichloromethane (1.5 mL) was added trifluoroacetic acid (1.5 mL), and the mixture was stirred at room temperature for 30 minutes. The solvent was distilled of under reduced pressure, and the residue was dissolved in methanol (1 mL). The solvent was distilled off under reduced pressure, and the residue was dissolved in dry acetonitrile (1.5 mL). To the solution were added 1-acetyl-N-(3-chlor... The product is N#Cc1cccc(-c2cc[n+]([O-])cc2)c1. RXN SMILES: [C:1](#[N:2])[c:3]1[cH:4][c:5](-[c:9]2[cH:10][cH:11][n:12][cH:13][cH:14]2)[cH:6][cH:7][cH:8]1.[CH3:17][C:18](=[O:19])[OH:20].[OH:15][OH:16]>>[C:1](#[N:2])[c:3]1[cH:4][c:5](-[c:9]2[cH:10][cH:11][n+:12]([O-:15])[cH:13][cH:14]2)[cH:6][cH:7][cH:8]1. Starting materials: N#Cc1cccc(-c2ccncc2)c1, CC(=O)O, OO. The reactants are CC(C)(C)OC(=O)NCCc1ccc(-c2cccc(Oc3ccnc(C#N)n3)c2)cc1, O=CO. Product: N#Cc1nccc(Oc2cccc(-c3ccc(CCN)cc3)c2)n1. As a reaction SMILES: [C:1]([O:2][C:3](=[O:4])[NH:7][CH2:8][CH2:9][c:10]1[cH:11][cH:12][c:13](-[c:16]2[cH:17][c:18]([O:22][c:23]3[n:24][c:25]([C:29]#[N:30])[n:26][cH:27][cH:28]3)[cH:19][cH:20][cH:21]2)[cH:14][cH:15]1)([CH3:5])([CH3:6])[CH3:31].[CH:32]([OH:33])=[O:34]>>[NH2:7][CH2:8][CH2:9][c:10]1[cH:11][cH:12][c:13](-[c:16]2[cH:17][c:18]([O:22][c:23]3[n:24][c:25]([C:29]#[N:30])[n:26][cH:27][cH:28]3)[cH:19][cH:20][cH:21]2)[cH:14][cH:15]1. Product: COC=1C=C(C=CC1N1C=NC(=C1)C)/C=C/C(=O)NNC(C(CCO)C1=CC=C(C=C1)F)=O (2-(4-fluorophenyl)-4-hydroxybutyric acid N′-{(E)-3-[3-methoxy-4-(4-methyl-1H-imidazol-1-yl)phenyl]acryloyl}hydrazide). Starting materials: C(C)(C)N(CC)C(C)C (IPEA), C=1C=CC2=C(C1)N=NN2O (HOBT), FC1=CC=C(C=C1)C(C(=O)NN)CCO (2-(4-fluorophenyl)-4-hydroxybutyric acid hydrazide), COC=1C=C(C=CC1N1C=NC(=C1)C)/C=C/C(=O)O ((E)-3-[3-methoxy-4-(4-methyl-1H-imidazol-1-yl)phenyl]acrylic acid). Isolated yield 100.1%. Reaction conditions: time 14 hour. Solvent: [Cl-].[Na+].O (brine), C(C)(=O)OCC (Ethyl acetate), CN(C)C=O (DMF), C(CCl)Cl (EDC). Reaction SMILES: C(N(C(C)C)CC)(C)C.C1C=CC2N(O)N=NC=2C=1.[F:20][C:21]1[CH:26]=[CH:25][C:24]([CH:27]([CH2:32][CH2:33][OH:34])[C:28]([NH:30][NH2:31])=[O:29])=[CH:23][CH:22]=1.[CH3:35][O:36][C:37]1[CH:38]=[C:39](/[CH:49]=[CH:50]/[C:51](O)=[O:52])[CH:40]=[CH:41][C:42]=1[N:43]1[CH:47]=[C:46]([CH3:48])[N:45]=[CH:44]1>CN(C=O)C.[Cl-].[Na+].O.C(OCC)(=O)C.C(Cl)CCl>[CH3:35][O:36][C:37]1[CH:38]=[C:39](/[CH:49]=[CH:50]/[C:51]([NH:31][NH:30][C:28](=[O:29])[CH:27]([C:24]2[CH:25]=[CH:26][C:21]([F:20])=[CH:22][CH:23]=2)[CH2:32][CH2:33][OH:34])=[O:52])[CH:40]=[CH:41][C:42]=1[N:43]1[CH:47]=[C:46]([CH3:48])[N:45]=[CH:44]1 |f:5.6.7|. Reported procedure: IPEA (0.17 mL), HOBT (134 mg) and EDC (190 mg) were added to a solution of 2-(4-fluorophenyl)-4-hydroxybutyric acid hydrazide (105 mg) and (E)-3-[3-methoxy-4-(4-methyl-1H-imidazol-1-yl)phenyl]acrylic acid (153 mg) in DMF (3 mL), and the reaction solution was stirred at room temperature for 14 hours. Ethyl acetate and brine were added to the reaction solution, and the organic layer was separated. The resulting organic layer was dried over anhydrous magnesium sulfate and concentrated under reduced...